Dataset: the Open Reaction Database (ORD), a public repository of structured organic reaction records. Task: describe an organic reaction: reactants, conditions, products, and yield Reactants: alcohol, Cl.CN(CCCCl)C (3-dimethylaminopropylchloride-hydrochloride), CN(CCCOCC=1N(N=C2C3=C(SC4=C(C12)C=CC=C4)C=CC=C3)COCC[Si](C)(C)C)C (dimethyl-{3-[2-(2-trimethylsilyl-ethoxymethyl)-2H-8-thia-1,2-diaza-dibenzo[e,h]azulene-3-ylmethoxy]-propyl}-amine). The product is CN(CCCOCC=1NN=C2C3=C(SC4=C(C12)C=CC=C4)C=CC=C3)C (Dimethyl-[3-(2H-8-thia-1,2-diaza-dibenzo[e,h]azulene-3-ylmethoxy)-propyl]-amine). Reaction SMILES: Cl.CN(C)CCCCl.[CH3:9][N:10]([CH3:42])[CH2:11][CH2:12][CH2:13][O:14][CH2:15][C:16]1[N:17](COCC[Si](C)(C)C)[N:18]=[C:19]2[C:25]=1[C:24]1[CH:26]=[CH:27][CH:28]=[CH:29][C:23]=1[S:22][C:21]1[CH:30]=[CH:31][CH:32]=[CH:33][C:20]2=1>>[CH3:42][N:10]([CH3:9])[CH2:11][CH2:12][CH2:13][O:14][CH2:15][C:16]1[NH:17][N:18]=[C:19]2[C:25]=1[C:24]1[CH:26]=[CH:27][CH:28]=[CH:29][C:23]=1[S:22][C:21]1[CH:30]=[CH:31][CH:32]=[CH:33][C:20]2=1 |f:0.1|. Procedure details: By the reaction of alcohol 19B (0.15 mmole) and 3-dimethylaminopropylchloride-hydrochloride (1.8 mmole), dimethyl-{3-[2-(2-trimethylsilyl-ethoxymethyl)-2H-8-thia-1,2-diaza-dibenzo[e,h]azulene-3-ylmethoxy]-propyl}-amine in the form of an oily product was obtained. Reactants: O=C(Nc1c[nH]c2ncc(Br)c(F)c12)C1CC1, CC(C)(C)OC(=O)NC1CCCNC1. The product is CC(C)(C)OC(=O)NC1CCCN(c2c(Br)cnc3[nH]cc(NC(=O)C4CC4)c23)C1. Reaction SMILES: [Br:1][c:2]1[c:3]([F:17])[c:4]2[c:5]([n:6][cH:7]1)[nH:8][cH:9][c:10]2[NH:11][C:12](=[O:13])[CH:14]1[CH2:15][CH2:16]1.[NH:18]1[CH2:19][CH:20]([NH:24][C:25]([O:26][C:27]([CH3:28])([CH3:29])[CH3:30])=[O:31])[CH2:21][CH2:22][CH2:23]1>>[Br:1][c:2]1[c:3]([N:18]2[CH2:19][CH:20]([NH:24][C:25]([O:26][C:27]([CH3:28])([CH3:29])[CH3:30])=[O:31])[CH2:21][CH2:22][CH2:23]2)[c:4]2[c:5]([n:6][cH:7]1)[nH:8][cH:9][c:10]2[NH:11][C:12](=[O:13])[CH:14]1[CH2:15][CH2:16]1. Starting materials: [N+](=O)([O-])C=1C=C(C=CC(=O)CC(=O)OCCOC(C2=CC=C(C=C2)NC(C)=O)=O)C=CC1 (2-(4-acetylaminobenzoyloxy)ethyl 2-(3-nitrobenzylidene)acetylacetate), N\C(=C/C(=O)OC)\C (methyl 3-aminocrotonate), C(C)O (ethanol). Yields the product CC=1NC(=C(C(C1C(=O)OCCOC(C1=CC=C(C=C1)NC(C)=O)=O)C1=CC(=CC=C1)[N+](=O)[O-])C(=O)OC)C (2-(4-acetylaminobenzoyloxy)ethyl 2,6-dimethyl-5-methoxycarbonyl-4-(3-nitrophenyl)-1,4-dihydropyridine-3-carboxylate). Yield: 94.0%. Reaction SMILES: [N+:1]([C:4]1[CH:5]=[C:6](C=C[CH:32]=1)[CH:7]=[CH:8][C:9]([CH2:11][C:12]([O:14][CH2:15][CH2:16][O:17][C:18](=[O:29])[C:19]1[CH:24]=[CH:23][C:22]([NH:25][C:26](=[O:28])[CH3:27])=[CH:21][CH:20]=1)=[O:13])=O)([O-:3])=[O:2].[NH2:33]/[C:34](/[CH3:40])=[CH:35]\[C:36]([O:38][CH3:39])=[O:37].[CH2:41](O)[CH3:42]>>[CH3:41][C:42]1[NH:33][C:34]([CH3:40])=[C:35]([C:36]([O:38][CH3:39])=[O:37])[CH:9]([C:8]2[CH:7]=[CH:6][CH:5]=[C:4]([N+:1]([O-:3])=[O:2])[CH:32]=2)[C:11]=1[C:12]([O:14][CH2:15][CH2:16][O:17][C:18](=[O:29])[C:19]1[CH:20]=[CH:21][C:22]([NH:25][C:26](=[O:28])[CH3:27])=[CH:23][CH:24]=1)=[O:13]. Reported procedure: 20 g (0.05 moles) of 2-(4-acetylaminobenzoyloxy)ethyl 2-(3-nitrobenzylidene)acetylacetate and 5.23 g (0.05 moles) of methyl 3-aminocrotonate are heated under reflux in 45 ml of ethanol for 8 hours. The solution is then cooled to room temperature to obtain 2-(4-acetylaminobenzoyloxy)ethyl 2,6-dimethyl-5-methoxycarbonyl-4-(3-nitrophenyl)-1,4-dihydropyridine-3-carboxylate as a yellow powder melting at 190°-193° C. The yield is 94% of the theoretical yield.